Dataset: the Open Reaction Database (ORD), a public repository of structured organic reaction records. Task: describe an organic reaction: reactants, conditions, products, and yield The reactants are ClC1=C(C=CC(=C1)F)[C@@H]1N=C(NC(=C1C(=O)[O-])CBr)C=1SC=CN1 ((4R)-4-(2-chloro-4-fluoro-phenyl)-6-(bromomethyl)-2-thiazol-2-yl-1,4-dihydropyrimidine-5-carboxylate), ClC1=C(C=CC(=C1)F)[C@@H]1N=C(NC(=C1C(=O)[O-])CBr)C=1SC=CN1 ((4R)-4-(2-chloro-4-fluoro-phenyl)-6-(bromomethyl)-2-thiazol-2-yl-1,4-dihydropyrimidine-5-carboxylate), O=C1C2COCC(CN1C(=O)OC(C)(C)C)N2 (tert-butyl 6-oxo-3-oxa-7,9-diazabicyclo[3.3.1]nonane-7-carboxylate), CCN(C(C)C)C(C)C (DIPEA). The solvent is C(Cl)Cl (CH2Cl2). Conditions: time 8 hour. The product is ClC1=C(C=CC(=C1)F)[C@@H]1N=C(NC(=C1C(=O)OC)CN1C2COCC1C(NC2)=O)C=2SC=CN2 (Methyl (4R)-4-(2-chloro-4-fluoro-phenyl)-6-[(6-oxo-3-oxa-7,9-diazabicyclo[3.3.1]nonan-9-yl)methyl]-2-thiazol-2-yl-1,4-dihydropyrimidine-5-carboxylate). The yield is 9.9%. RXN SMILES: [Cl:1][C:2]1[CH:7]=[C:6]([F:8])[CH:5]=[CH:4][C:3]=1[C@H:9]1[C:14]([C:15]([O-:17])=[O:16])=[C:13]([CH2:18]Br)[NH:12][C:11]([C:20]2[S:21][CH:22]=[CH:23][N:24]=2)=[N:10]1.[O:25]=[C:26]1[N:33](C(OC(C)(C)C)=O)[CH2:32][CH:31]2[NH:41][CH:27]1[CH2:28][O:29][CH2:30]2.[CH3:42]CN(C(C)C)C(C)C>C(Cl)Cl>[Cl:1][C:2]1[CH:7]=[C:6]([F:8])[CH:5]=[CH:4][C:3]=1[C@H:9]1[C:14]([C:15]([O:17][CH3:42])=[O:16])=[C:13]([CH2:18][N:41]2[CH:27]3[C:26](=[O:25])[NH:33][CH2:32][CH:31]2[CH2:30][O:29][CH2:28]3)[NH:12][C:11]([C:20]2[S:21][CH:22]=[CH:23][N:24]=2)=[N:10]1. Procedure details: The titled compound was prepared by following procedure. To a solution of methyl (4R)-6-(bromomethyl)-4-(2-chloro-4-fluoro-phenyl)-2-thiazol-2-yl-1,4-dihydropyrimidine-5-carboxylate (compound C, 0.089 g, 0.20 mmol) and tert-butyl 6-oxo-3-oxa-7,9-diazabicyclo[3.3.1]nonane-7-carboxylate 133a (0.096 g) in CH2Cl2 (3 ml) was added DIPEA (0.2 ml, 1.14 mmol) at room temperature. The resulting mixture was stirred at room temperature overnight. The mixture was concentrated, and the residue (0.120 g, MS: ... Starting materials: ClC=1C=C(C(=NC1)OC)C1=C(C=NN1COCC[Si](C)(C)C)NC(OC(C)(C)C)=O (tert-butyl 5-(5-chloro-2-methoxypyridin-3-yl)-1-((2-(trimethylsilyl)ethoxy)methyl)-1H-pyrazol-4-ylcarbamate), [Sn](Cl)(Cl)(Cl)Cl (tin tetrachloride). Run in C(C)(=O)OCC (ethyl acetate). Conditions: time 2 hour. The product is ClC=1C=C(C(=NC1)OC)C1=C(C=NN1)N (5-(5-chloro-2-methoxypyridin-3-yl)-1H-pyrazol-4-amine). Isolated yield 31.0%. Reaction SMILES: [Cl:1][C:2]1[CH:3]=[C:4]([C:10]2[N:14](COCC[Si](C)(C)C)[N:13]=[CH:12][C:11]=2[NH:23]C(=O)OC(C)(C)C)[C:5]([O:8][CH3:9])=[N:6][CH:7]=1.[Sn](Cl)(Cl)(Cl)Cl>C(OCC)(=O)C>[Cl:1][C:2]1[CH:3]=[C:4]([C:10]2[NH:14][N:13]=[CH:12][C:11]=2[NH2:23])[C:5]([O:8][CH3:9])=[N:6][CH:7]=1. Reported procedure: To a solution of tert-butyl 5-(5-chloro-2-methoxypyridin-3-yl)-1-((2-(trimethylsilyl)ethoxy)methyl)-1H-pyrazol-4-ylcarbamate (211.7 mg, 0.4652 mmol) in 5 mL ethyl acetate was added tin tetrachloride (0.52 mL, 4.4 mmol). The reaction mixture was stirred at room temperature for 2 hours and then evaporated in vacuo. The residual oil was partitioned between ethyl acetate and saturated aqueous sodium bicarbonate, and the aqueous layer extracted twice more with ethyl acetate. The combined organic laye... Reactants: CC(C)(C)c1ccc(CBr)cc1, CS(C)=O, NC(=O)C1CCCCC1NS(=O)(=O)c1ccc(Cl)cc1. Product: CC(C)(C)c1ccc(CN(C2CCCCC2C(N)=O)S(=O)(=O)c2ccc(Cl)cc2)cc1. Reaction SMILES: [Br:21][CH2:22][c:23]1[cH:24][cH:25][c:26]([C:29]([CH3:30])([CH3:31])[CH3:32])[cH:27][cH:28]1.[CH3:33][S:34]([CH3:35])=[O:36].[Cl:1][c:2]1[cH:3][cH:4][c:5]([S:8](=[O:9])(=[O:10])[NH:11][CH:12]2[CH:13]([C:18](=[O:19])[NH2:20])[CH2:14][CH2:15][CH2:16][CH2:17]2)[cH:6][cH:7]1>>[Cl:1][c:2]1[cH:3][cH:4][c:5]([S:8](=[O:9])(=[O:10])[N:11]([CH:12]2[CH:13]([C:18](=[O:19])[NH2:20])[CH2:14][CH2:15][CH2:16][CH2:17]2)[CH2:22][c:23]2[cH:24][cH:25][c:26]([C:29]([CH3:30])([CH3:31])[CH3:32])[cH:27][cH:28]2)[cH:6][cH:7]1. Reactants: C(CCCCCCC\C=C/CCCCCCCC)(=O)O (oleic acid), N (ammonia). The solvent is O (water). The product is C(CCCCCCC\C=C/CCCCCCCC)(=O)[O-].[NH4+] (ammonium oleate). Reaction SMILES: [C:1]([OH:20])(=[O:19])[CH2:2][CH2:3][CH2:4][CH2:5][CH2:6][CH2:7][CH2:8]/[CH:9]=[CH:10]\[CH2:11][CH2:12][CH2:13][CH2:14][CH2:15][CH2:16][CH2:17][CH3:18].[NH3:21]>O>[C:1]([O-:20])(=[O:19])[CH2:2][CH2:3][CH2:4][CH2:5][CH2:6][CH2:7][CH2:8]/[CH:9]=[CH:10]\[CH2:11][CH2:12][CH2:13][CH2:14][CH2:15][CH2:16][CH2:17][CH3:18].[NH4+:21] |f:3.4|. Procedure details: While stirring 60 parts of oleic acid at room temperature, a mixture comprising 74.5 parts of 10% aqueous ammonia and 200 parts of water, was dropwise added to obtain an aqueous solution of ammonium oleate having a solid content of 20.2%. Starting materials: C(C1=CC=CC=C1)N1CC=2C=CC(=NC2CC1)C(F)(F)F (6-Benzyl-2-trifluoromethyl-5,6,7,8-tetrahydro-[1,6]naphthyridine), compound 6, ClCCC(=O)Cl (3-chloro propionyl chloride). Solvent: ClCCl (dichoromethane). Reaction conditions: temperature 40 celsius, time 18 hour. Yields the product FC(C1=NC=2CCNCC2C=C1)(F)F (2-Trifluoromethyl-5,6,7,8-tetrahydro-[1,6]naphthyridine). Reaction SMILES: C([N:8]1[CH2:17][CH2:16][C:15]2[N:14]=[C:13]([C:18]([F:21])([F:20])[F:19])[CH:12]=[CH:11][C:10]=2[CH2:9]1)C1C=CC=CC=1.ClCCC(Cl)=O>ClCCl>[F:21][C:18]([F:19])([F:20])[C:13]1[CH:12]=[CH:11][C:10]2[CH2:9][NH:8][CH2:17][CH2:16][C:15]=2[N:14]=1. Procedure details: To a solution of 5 (500 mg, 1.7 mmol) in dichoromethane (8 mL) was added compound 6, 3-chloro propionyl chloride (0.22 mL, 2.1 mmol) and the reaction mixture was stirred at 40° C. for 18 h. The reaction was then cooled to room temperature and concentrated. The resulting residue was dissolved in methanol (16 mL) and stirred at 40° C. for 3 h. The mixture was then cooled to room temperature and concentrated. Starting materials: CC[O+](CC)CC, CSc1nnnn1-c1ccccc1, ClCCl, F[B-](F)(F)F. Yields the product CCn1nc(SC)[n+](-c2ccccc2)n1, F[B-](F)(F)F. As a reaction SMILES: [CH2:19]([CH3:20])[O+:21]([CH2:22][CH3:23])[CH2:24][CH3:25].[CH3:1][S:2][c:3]1[n:4][n:5][n:6][n:7]1-[c:8]1[cH:9][cH:10][cH:11][cH:12][cH:13]1.[Cl:26][CH2:27][Cl:28].[F:14][B-:15]([F:16])([F:17])[F:18]>>[CH3:1][S:2][c:3]1[n:4][n:5]([CH2:19][CH3:20])[n:6][n+:7]1-[c:8]1[cH:9][cH:10][cH:11][cH:12][cH:13]1.[F:14][B-:15]([F:16])([F:17])[F:18]. The reactants are CC(C)(C)[Si](C)(C)OC1CC(=O)N(Cc2cccc(Br)n2)C1, CCCC[N+](CCCC)(CCCC)CCCC, [F-], C1CCOC1. Product: O=C1CC(O)CN1Cc1cccc(Br)n1. RXN SMILES: [Br:1][c:2]1[cH:3][cH:4][cH:5][c:6]([CH2:8][N:9]2[C:10](=[O:22])[CH2:11][CH:12]([O:14][Si:15]([C:16]([CH3:17])([CH3:18])[CH3:19])([CH3:20])[CH3:21])[CH2:13]2)[n:7]1.[CH3:24][CH2:25][CH2:26][CH2:27][N+:28]([CH2:29][CH2:30][CH2:31][CH3:32])([CH2:33][CH2:34][CH2:35][CH3:36])[CH2:37][CH2:38][CH2:39][CH3:40].[F-:23].[O:41]1[CH2:42][CH2:43][CH2:44][CH2:45]1>>[Br:1][c:2]1[cH:3][cH:4][cH:5][c:6]([CH2:8][N:9]2[C:10](=[O:22])[CH2:11][CH:12]([OH:14])[CH2:13]2)[n:7]1. Reactants: CC1(OCC(CO1)(N)C1=CC2=CC=C(C=C2C=C1)OC1=CC=C(C=C1)OC1=CC=CC=C1)C (2,2-dimethyl-5-(6-(4-phenoxyphenoxy)naphthalen-2-yl)-1,3-dioxan-5-amine), CC1(OCC(CO1)(C1=CC2=CC=C(C=C2C=C1)OC1=CC=C(C=C1)OCCCCC)[N+](=O)[O-])C (2,2-dimethyl-5-nitro-5-(6-(4-(pentyloxy)phenoxy)naphthalen-2-yl)-1,3-dioxane). Product: CC1(OCC(CO1)(N)C1=CC2=CC=C(C=C2C=C1)OC1=CC=C(C=C1)OCCCCC)C (2,2-dimethyl-5-(6-(4-(pentyloxy)phenoxy)naphthalen-2-yl)-1,3-dioxan-5-amine). Isolated yield 87.0%. As a reaction SMILES: [CH3:1][C:2]1([CH3:33])[O:7][CH2:6][C:5]([C:9]2[CH:18]=[CH:17][C:16]3[C:11](=[CH:12][CH:13]=[C:14]([O:19][C:20]4[CH:25]=[CH:24][C:23]([O:26][C:27]5C=[CH:31][CH:30]=[CH:29][CH:28]=5)=[CH:22][CH:21]=4)[CH:15]=3)[CH:10]=2)([NH2:8])[CH2:4][O:3]1.CC1(C)OCC([N+]([O-])=O)(C2C=CC3C(=CC=C(OC4C=CC(OCCCCC)=CC=4)C=3)C=2)CO1>>[CH3:1][C:2]1([CH3:33])[O:7][CH2:6][C:5]([C:9]2[CH:18]=[CH:17][C:16]3[C:11](=[CH:12][CH:13]=[C:14]([O:19][C:20]4[CH:25]=[CH:24][C:23]([O:26][CH2:27][CH2:28][CH2:29][CH2:30][CH3:31])=[CH:22][CH:21]=4)[CH:15]=3)[CH:10]=2)([NH2:8])[CH2:4][O:3]1. Reported procedure: 2,2-dimethyl-5-(6-(4-(pentyloxy)phenoxy)naphthalen-2-yl)-1,3-dioxan-5-amine was synthesized as per 2,2-dimethyl-5-(6-(4-phenoxyphenoxy)naphthalen-2-yl)-1,3-dioxan-5-amine (Example 244) in 87% yield using 2,2-dimethyl-5-nitro-5-(6-(4-(pentyloxy)phenoxy)naphthalen-2-yl)-1,3-dioxane as starting material. Procedure details: 10.7 g of 8-amino-5-hydroxy-3,4-dihydrocarbostyril hydrochloride was dissolved in 200 ml of a 10% aqueous sodium hydroxide solution, 5.4 g of ethyl chlorocarbonate was added to the solution while stirring at room temperature followed by stirring for one hour at 30° C. After completion of the reaction, the reaction mixture was rendered acidic with hydrochloric acid under ice-cooling, the precipitated crystals were recovered by filtration, washed with water and dried. Recrystallization of the drie... Reaction SMILES: Cl.[NH2:2][C:3]1[CH:4]=[CH:5][C:6]([OH:14])=[C:7]2[C:12]=1[NH:11][C:10](=[O:13])[CH2:9][CH2:8]2.[C:15](Cl)(=[O:19])[O:16][CH2:17][CH3:18].Cl>[OH-].[Na+]>[CH2:17]([O:16][C:15]([NH:2][C:3]1[CH:4]=[CH:5][C:6]([OH:14])=[C:7]2[C:12]=1[NH:11][C:10](=[O:13])[CH2:9][CH2:8]2)=[O:19])[CH3:18] |f:0.1,4.5|. Starting materials: Cl.NC=1C=CC(=C2CCC(NC12)=O)O (8-amino-5-hydroxy-3,4-dihydrocarbostyril hydrochloride), C(OCC)(=O)Cl (ethyl chlorocarbonate), Cl (hydrochloric acid). Yield: 63.8%. Run in [OH-].[Na+] (sodium hydroxide). Product: C(C)OC(=O)NC=1C=CC(=C2CCC(NC12)=O)O (8-ethoxycarbonylamino-5-hydroxy-3,4-dihydrocarbostyril).